From a dataset of the Open Reaction Database (ORD), a public repository of structured organic reaction records. describe an organic reaction: reactants, conditions, products, and yield Reactants: hydrogen chloride ether, COC1=CC=C(CCN2[C@H](CCC2)CN2C3=C(OCC4=C2C=CC=C4)C=CC=C3)C=C1 ((R)-(+)-5,11-dihydro-5-[1-(4-methoxyphenethyl)-2-pyrrolidinylmethyl]dibenzo[b,e][1,4]oxazepine), ClCCl (dichloromethane). Run at time 5 minute. Product: Cl.COC1=CC=C(CCN2[C@H](CCC2)CN2C3=C(OCC4=C2C=CC=C4)C=CC=C3)C=C1 ((R)-(+)-5,11-dihydro-5-[1-(4-methoxyphenethyl)-2-pyrrolidinylmethyl]-dibenzo[b,e][1,4]oxazepine hydrochloride). Isolated yield 93.0%. Reaction SMILES: [CH3:1][O:2][C:3]1[CH:31]=[CH:30][C:6]([CH2:7][CH2:8][N:9]2[CH2:13][CH2:12][CH2:11][C@@H:10]2[CH2:14][N:15]2[C:21]3[CH:22]=[CH:23][CH:24]=[CH:25][C:20]=3[CH2:19][O:18][C:17]3[CH:26]=[CH:27][CH:28]=[CH:29][C:16]2=3)=[CH:5][CH:4]=1.[Cl:32]CCl>>[ClH:32].[CH3:1][O:2][C:3]1[CH:4]=[CH:5][C:6]([CH2:7][CH2:8][N:9]2[CH2:13][CH2:12][CH2:11][C@@H:10]2[CH2:14][N:15]2[C:21]3[CH:22]=[CH:23][CH:24]=[CH:25][C:20]=3[CH2:19][O:18][C:17]3[CH:26]=[CH:27][CH:28]=[CH:29][C:16]2=3)=[CH:30][CH:31]=1 |f:2.3|. Procedure details: A hydrogen chloride ether saturated solution was added to a solution of 2.9 g (7.0 mmols) of (R)-(+)-5,11-dihydro-5-[1-(4-methoxyphenethyl)-2-pyrrolidinylmethyl]dibenzo[b,e][1,4]oxazepine in 20 ml of dichloromethane, and the mixture was stirred for 5 minutes. Then, the solvent was distilled off under reduced pressure. The resulting residue was recrystallized from a mixed solvent of dichloromethane and diethyl ether to give 2.9 g of (R)-(+)-5,11-dihydro-5-[1-(4-methoxyphenethyl)-2-pyrrolidinylmet... Reactants: BrBr (bromine), COC=1C(=NC(=CC1)C(F)(F)F)[Sn](C)(C)C (3-methoxy-6-trifluoromethyl-2-trimethylstannylpyridine). The solvent is ClCCl (dichloromethane). Reaction SMILES: [Br:1]Br.[CH3:3][O:4][C:5]1[C:6]([Sn](C)(C)C)=[N:7][C:8]([C:11]([F:14])([F:13])[F:12])=[CH:9][CH:10]=1>ClCCl>[Br:1][C:10]1[CH:9]=[C:8]([C:11]([F:14])([F:13])[F:12])[N:7]=[CH:6][C:5]=1[O:4][CH3:3]. Procedure: Prepared from bromine (0.21 ml, 4 mmol) and a solution of 3-methoxy-6-trifluoromethyl-2-trimethylstannylpyridine (0.7 g, 2.0 mmol) in dichloromethane (10 ml) according to the method of Description 42 to afford 4-bromo-3-methoxy-6-trifluoromethylpyridine as a yellow solid. Yields the product BrC1=C(C=NC(=C1)C(F)(F)F)OC (4-bromo-3-methoxy-6-trifluoromethylpyridine). Starting materials: CC(=O)O, Oc1ccc(Cc2ccccc2)cn1, O=C(O)C(F)(F)F, O=C1CCC(=O)N1I, [NH4+], [OH-]. Yields the product Oc1ncc(Cc2ccccc2)cc1I. Reaction SMILES: [C:32]([OH:33])(=[O:34])[CH3:35].[CH2:1]([c:2]1[cH:3][cH:4][cH:5][cH:6][cH:7]1)[c:8]1[cH:9][cH:10][c:11]([OH:14])[n:12][cH:13]1.[F:15][C:16]([F:17])([F:18])[C:19]([OH:20])=[O:21].[I:22][N:23]1[C:24](=[O:25])[CH2:26][CH2:27][C:28]1=[O:29].[NH4+:31].[OH-:30]>>[CH2:1]([c:2]1[cH:3][cH:4][cH:5][cH:6][cH:7]1)[c:8]1[cH:9][c:10]([I:22])[c:11]([OH:14])[n:12][cH:13]1. The reactants are BrC=1C=C2C(=CN(C(C2=CC1)=O)S(=O)(=O)C1=CC=CC=C1)CN1C[C@@H](N(CC1)C(=O)OC(C)(C)C)C (tert-butyl (2S)-4-{[6-bromo-1-oxo-2-(phenylsulfonyl)-1,2-dihydroisoquinolin-4-yl]methyl}-2-methylpiperazine-1-carboxylate), [OH-].[Na+] (sodium hydroxide). Solvent: CN(C)C=O (DMF), O (water), O (water). Conditions: temperature 20 celsius, time 2 hour. Yields the product BrC=1C=C2C(=CNC(C2=CC1)=O)CN1C[C@@H](N(CC1)C(=O)OC(C)(C)C)C (tert-Butyl (2S)-4-[(6-bromo-1-oxo-1,2-dihydroisoquinolin-4-yl)methyl]-2-methylpiperazine-1-carboxylate). The yield is 32.2%. As a reaction SMILES: [Br:1][C:2]1[CH:3]=[C:4]2[C:9](=[CH:10][CH:11]=1)[C:8](=[O:12])[N:7](S(C1C=CC=CC=1)(=O)=O)[CH:6]=[C:5]2[CH2:22][N:23]1[CH2:28][CH2:27][N:26]([C:29]([O:31][C:32]([CH3:35])([CH3:34])[CH3:33])=[O:30])[C@@H:25]([CH3:36])[CH2:24]1.[OH-].[Na+]>CN(C=O)C.O>[Br:1][C:2]1[CH:3]=[C:4]2[C:9](=[CH:10][CH:11]=1)[C:8](=[O:12])[NH:7][CH:6]=[C:5]2[CH2:22][N:23]1[CH2:28][CH2:27][N:26]([C:29]([O:31][C:32]([CH3:35])([CH3:34])[CH3:33])=[O:30])[C@@H:25]([CH3:36])[CH2:24]1 |f:1.2|. Procedure details: A solution of tert-butyl (2S)-4-{[6-bromo-1-oxo-2-(phenylsulfonyl)-1,2-dihydroisoquinolin-4-yl]methyl}-2-methylpiperazine-1-carboxylate (Example 34a, 3.2 g) dissolved in DMF (20 mL) was treated with sodium hydroxide (0.444 g) in water (20 mL) under nitrogen. The resulting mixture was stirred at 20° C. for 2 h. The reaction mixture was diluted with water (20 mL), and extracted with ethyl acetate (25 mL). The organics were dried (MgSO4), filtered and evaporated to afford crude product. The crude p... Reactants: C(#N)\N=C(\NC1=CC(=C(C(=C1)Cl)C#N)Cl)/SC ((Z)-methyl N′-cyano-N-(3,5-dichloro-4-cyanophenyl)carbamimidothioate), NN (hydrazine). Run in C(C)O (ethanol). Yields the product NC1=NC(=NN1)NC1=CC(=C(C#N)C(=C1)Cl)Cl (4-(5-Amino-1H-[1,2,4]triazol-3-ylamino)-2,6-dichloro-benzonitrile). Yield: 70.6%. As a reaction SMILES: [C:1](/[N:3]=[C:4](\SC)/[NH:5][C:6]1[CH:11]=[C:10]([Cl:12])[C:9]([C:13]#[N:14])=[C:8]([Cl:15])[CH:7]=1)#[N:2].[NH2:18][NH2:19]>C(O)C>[NH2:2][C:1]1[NH:19][N:18]=[C:4]([NH:5][C:6]2[CH:11]=[C:10]([Cl:12])[C:9]([C:13]#[N:14])=[C:8]([Cl:15])[CH:7]=2)[N:3]=1. Reported procedure: A solution of (Z)-methyl N′-cyano-N-(3,5-dichloro-4-cyanophenyl)carbamimidothioate (234 mg, 821 μmol, Eq: 1.00) and hydrazine (263 mg, 258 μl, 8.21 mmol, Eq: 10) in ethanol (10 mL) was heated at 65° C. o/n. The reaction mixture was concentrated and chromatographed (23 Supelco, 100% DCM to 5% to 10% MeOH/DCM to give 156 mg (71%) of desired product as an off-white solid.